Dataset: the Open Reaction Database (ORD), a public repository of structured organic reaction records. Task: describe an organic reaction: reactants, conditions, products, and yield Starting materials: Cl.C1(CC1)COC1=C(C=C(C(=C1)F)OC)C=1C2=C(N=C(N1)C)C(=C(N2)C)C(=O)NC2CCNCC2 (4-[2-(Cyclopropylmethoxy)-4-fluoro-5-methoxyphenyl]-2,6-dimethyl-N-(piperidin-4-yl)-5H-pyrrolo[3,2-d]pyrimidine-7-carboxamide hydrochloride), C(C)(=O)OCC(=O)Cl (2-chloro-2-oxoethyl acetate). Product: C1(CC1)COC1=C(C=C(C(=C1)F)OC)C=1C2=C(N=C(N1)C)C(=C(N2)C)C(=O)NC2CCN(CC2)C(CO)=O (4-[2-(Cyclopropylmethoxy)-4-fluoro-5-methoxyphenyl]-N-[1-(hydroxyacetyl)piperidin-4-yl]-2,6-dimethyl-5H-pyrrolo[3,2-d]pyrimidine-7-carboxamide). Reaction SMILES: Cl.[CH:2]1([CH2:5][O:6][C:7]2[CH:12]=[C:11]([F:13])[C:10]([O:14][CH3:15])=[CH:9][C:8]=2[C:16]2[C:17]3[NH:25][C:24]([CH3:26])=[C:23]([C:27]([NH:29][CH:30]4[CH2:35][CH2:34][NH:33][CH2:32][CH2:31]4)=[O:28])[C:18]=3[N:19]=[C:20]([CH3:22])[N:21]=2)[CH2:4][CH2:3]1.C([O:39][CH2:40][C:41](Cl)=[O:42])(=O)C>>[CH:2]1([CH2:5][O:6][C:7]2[CH:12]=[C:11]([F:13])[C:10]([O:14][CH3:15])=[CH:9][C:8]=2[C:16]2[C:17]3[NH:25][C:24]([CH3:26])=[C:23]([C:27]([NH:29][CH:30]4[CH2:31][CH2:32][N:33]([C:40](=[O:39])[CH2:41][OH:42])[CH2:34][CH2:35]4)=[O:28])[C:18]=3[N:19]=[C:20]([CH3:22])[N:21]=2)[CH2:4][CH2:3]1 |f:0.1|. Procedure: Starting from 4-[2-(cyclopropylmethoxy)-4-fluoro-5-methoxyphenyl]-2,6-dimethyl-N-(piperidin-4-yl)-5H-pyrrolo[3,2-d]pyrimidine-7-carboxamide hydrochloride (example D.f59) and commercially 2-chloro-2-oxoethyl acetate the title compound is obtained as colorless solid.